Task: describe an organic reaction: reactants, conditions, products, and yield. Dataset: the Open Reaction Database (ORD), a public repository of structured organic reaction records Reactants: COc1ccc(Br)c(CBr)c1, CCOC(C)=O, CS(C)=O, N#C[Na], O. Product: COc1ccc(Br)c(CC#N)c1. Reaction SMILES: [Br:1][c:2]1[c:3]([CH2:4][Br:5])[cH:6][c:7]([O:10][CH3:11])[cH:8][cH:9]1.[CH3:16][CH2:17][O:18][C:19]([CH3:20])=[O:21].[CH3:22][S:23]([CH3:24])=[O:25].[Na:12][C:13]#[N:14].[OH2:15]>>[Br:1][c:2]1[c:3]([CH2:4][C:13]#[N:14])[cH:6][c:7]([O:10][CH3:11])[cH:8][cH:9]1. The reactants are ClCCCCOC=1C=CC2=C(COC(N2)=O)C1 (6-(4-chlorobutoxy)-4H-3,1-benzoxazin-2-one), CC1=CC=C(C=C1)S (4-methyl-thiophenol). Product: CC1=CC=C(C=C1)SCCCCOC=1C=CC2=C(COC(N2)=O)C1 (6-[4-(4-Methyl-phenylmercapto)-butoxy]-4H-3,1-benzoxazin-2-one). RXN SMILES: Cl[CH2:2][CH2:3][CH2:4][CH2:5][O:6][C:7]1[CH:8]=[CH:9][C:10]2[NH:15][C:14](=[O:16])[O:13][CH2:12][C:11]=2[CH:17]=1.[CH3:18][C:19]1[CH:24]=[CH:23][C:22]([SH:25])=[CH:21][CH:20]=1>>[CH3:18][C:19]1[CH:24]=[CH:23][C:22]([S:25][CH2:2][CH2:3][CH2:4][CH2:5][O:6][C:7]2[CH:8]=[CH:9][C:10]3[NH:15][C:14](=[O:16])[O:13][CH2:12][C:11]=3[CH:17]=2)=[CH:21][CH:20]=1. Procedure: Prepared analogously to Example 1 from 6-(4-chlorobutoxy)-4H-3,1-benzoxazin-2-one and 4-methyl-thiophenol. The reactants are FC=1C=C2C(=NNC2=CC1)I (5-fluoro-3-iodo-indazole), O[C@H]1COCC1 ((R)-3-hydroxytetrahydrofuran), 31A. Yields the product FC=1C=C2C(=NN(C2=CC1)[C@@H]1COCC1)I (5-fluoro-3-iodo-1-[(3S)-tetrahydrofuran-3-yl]-1H-indazole). Isolated yield 56.0%. RXN SMILES: [F:1][C:2]1[CH:3]=[C:4]2[C:8](=[CH:9][CH:10]=1)[NH:7][N:6]=[C:5]2[I:11].O[C@@H:13]1[CH2:17][CH2:16][O:15][CH2:14]1>>[F:1][C:2]1[CH:3]=[C:4]2[C:8](=[CH:9][CH:10]=1)[N:7]([C@H:13]1[CH2:17][CH2:16][O:15][CH2:14]1)[N:6]=[C:5]2[I:11]. Procedure details: The title compound was prepared from 5-fluoro-3-iodo-indazole and (R)-3-hydroxytetrahydrofuran in 56% yield according to the general procedure for Preparation 31A. The minor isomer was not isolated or characterized. 1H NMR (400 MHz, CDCl3): δ 2.47-2.52 (2H, m), 3.95-4.00 (1H, m), 4.12-4.19 (2H, m), 4.19-4.28 (1H, m), 5.24-5.30 (1H, m), 7.12 (1H, dd, J=2.0, 8.4 Hz), 7.21 (1H, td, J=1.6, 8.8 Hz), 7.45 (1H, dd, J=4.0, 9.2 Hz). Reactants: CC(=O)OC(C)=O, FC(F)(F)c1cc(CNCC2(c3ccccc3)CCC3(CC2)OCCO3)cc(C(F)(F)F)c1, c1ccncc1. The product is CC(=O)N(Cc1cc(C(F)(F)F)cc(C(F)(F)F)c1)CC1(c2ccccc2)CCC2(CC1)OCCO2. RXN SMILES: [CH3:1][C:2](=[O:3])[O:4][C:5](=[O:6])[CH3:7].[c:8]1([C:14]2([CH2:24][NH:25][CH2:26][c:27]3[cH:28][c:29]([C:37]([F:38])([F:39])[F:40])[cH:30][c:31]([C:33]([F:34])([F:35])[F:36])[cH:32]3)[CH2:15][CH2:16][C:17]3([O:18][CH2:19][CH2:20][O:21]3)[CH2:22][CH2:23]2)[cH:9][cH:10][cH:11][cH:12][cH:13]1.[cH:41]1[cH:42][cH:43][n:44][cH:45][cH:46]1>>[CH3:1][C:2](=[O:3])[N:25]([CH2:24][C:14]1([c:8]2[cH:9][cH:10][cH:11][cH:12][cH:13]2)[CH2:15][CH2:16][C:17]2([O:18][CH2:19][CH2:20][O:21]2)[CH2:22][CH2:23]1)[CH2:26][c:27]1[cH:28][c:29]([C:37]([F:38])([F:39])[F:40])[cH:30][c:31]([C:33]([F:34])([F:35])[F:36])[cH:32]1. The reactants are O=C(CC1CCNCC1)c1cc(-c2ccc(Cl)cc2)nc2ccccc12, [K+], NN, [OH-], O, OCCOCCO. Yields the product Clc1ccc(-c2cc(CCC3CCNCC3)c3ccccc3n2)cc1. As a reaction SMILES: [Cl:1][c:2]1[cH:3][cH:4][c:5](-[c:8]2[n:9][c:10]3[cH:11][cH:12][cH:13][cH:14][c:15]3[c:16]([C:18]([CH2:19][CH:20]3[CH2:21][CH2:22][NH:23][CH2:24][CH2:25]3)=[O:26])[cH:17]2)[cH:6][cH:7]1.[K+:31].[NH2:28][NH2:29].[OH-:30].[OH2:27].[OH:32][CH2:33][CH2:34][O:35][CH2:36][CH2:37][OH:38]>>[Cl:1][c:2]1[cH:3][cH:4][c:5](-[c:8]2[n:9][c:10]3[cH:11][cH:12][cH:13][cH:14][c:15]3[c:16]([CH2:18][CH2:19][CH:20]3[CH2:21][CH2:22][NH:23][CH2:24][CH2:25]3)[cH:17]2)[cH:6][cH:7]1. Starting materials: OC1=CC2=C(C(CO2)CC(=O)O)C=C1 ((6-hydroxy-2,3-dihydro-1-benzofuran-3-yl)acetic acid), N[C@H](C(O)(C1=CC=CC=C1)C1=CC=CC=C1)C ((S)-2-Amino-1,1-diphenylpropan-1-ol). The solvent is CO.C(C)(C)O (methanol isopropyl alcohol). Reaction conditions: time 12 hour. The product is N[C@H](C(O)(C1=CC=CC=C1)C1=CC=CC=C1)C.OC1=CC2=C([C@@H](CO2)CC(=O)O)C=C1 ([(3S)-6-hydroxy-2,3-dihydro-1-benzofuran-3-yl]acetic acid (S)-2-amino-1,1-diphenylpropan-1-ol salt). Yield: 34.1%. RXN SMILES: [OH:1][C:2]1[CH:14]=[CH:13][C:5]2[CH:6]([CH2:9][C:10]([OH:12])=[O:11])[CH2:7][O:8][C:4]=2[CH:3]=1.[NH2:15][C@@H:16]([CH3:31])[C:17]([C:25]1[CH:30]=[CH:29][CH:28]=[CH:27][CH:26]=1)([C:19]1[CH:24]=[CH:23][CH:22]=[CH:21][CH:20]=1)[OH:18]>CO.C(O)(C)C>[NH2:15][C@@H:16]([CH3:31])[C:17]([C:25]1[CH:30]=[CH:29][CH:28]=[CH:27][CH:26]=1)([C:19]1[CH:24]=[CH:23][CH:22]=[CH:21][CH:20]=1)[OH:18].[OH:1][C:2]1[CH:14]=[CH:13][C:5]2[C@H:6]([CH2:9][C:10]([OH:12])=[O:11])[CH2:7][O:8][C:4]=2[CH:3]=1 |f:2.3,4.5|. Reported procedure: A racemate (0.05 g) of (6-hydroxy-2,3-dihydro-1-benzofuran-3-yl)acetic acid was charged, a mixed solvent of methanol/isopropyl alcohol (1/4) was added, and the racemate was dissolved. (S)-2-Amino-1,1-diphenylpropan-1-ol (0.059 g, 1 eq) was added thereto, and the mixture was stirred at room temperature for 12 hr. The precipitated crystals were collected by filtration to give the title compound (0.037 g). 87.8% de Reactants: C(C)N(CCCN1N=C(C2=CC(=CC=C12)N)NCCCN(CC)CC)CC (1-(3-diethylaminopropyl)-3-(3-diethylaminopropylamino)-5-aminoindazole), Cl (hydrogen chloride), C(C)OCC (diethyl ether). Solvent: C(C)O (ethyl alcohol). Yields the product Cl.Cl.Cl.C(C)N(CCCN1N=C(C2=CC(=CC=C12)N)NCCCN(CC)CC)CC (1-(3-diethylaminopropyl)-3-(3-diethylaminopropylamino)-5-aminoindazole trihydrochloride). Reaction SMILES: [CH2:1]([N:3]([CH2:26][CH3:27])[CH2:4][CH2:5][CH2:6][N:7]1[C:15]2[C:10](=[CH:11][C:12]([NH2:16])=[CH:13][CH:14]=2)[C:9]([NH:17][CH2:18][CH2:19][CH2:20][N:21]([CH2:24][CH3:25])[CH2:22][CH3:23])=[N:8]1)[CH3:2].[ClH:28].C(OCC)C>C(O)C>[ClH:28].[ClH:28].[ClH:28].[CH2:26]([N:3]([CH2:1][CH3:2])[CH2:4][CH2:5][CH2:6][N:7]1[C:15]2[C:10](=[CH:11][C:12]([NH2:16])=[CH:13][CH:14]=2)[C:9]([NH:17][CH2:18][CH2:19][CH2:20][N:21]([CH2:22][CH3:23])[CH2:24][CH3:25])=[N:8]1)[CH3:27] |f:4.5.6.7|. Procedure: In 15 ml of absolute ethyl alcohol was dissolved 0.7 g of the 1-(3-diethylaminopropyl)-3-(3-diethylaminopropylamino)-5-aminoindazole, and into the solution was introduced dried hydrogen chloride gas under cooling with ice. Then to the solution was added anhydrous diethyl ether to separate crystals. The crystals were obtained by filtration and dried to give 1-(3-diethylaminopropyl)-3-(3-diethylaminopropylamino)-5-aminoindazole trihydrochloride having the following analytical value.